Dataset: the Open Reaction Database (ORD), a public repository of structured organic reaction records. Task: describe an organic reaction: reactants, conditions, products, and yield Reactants: F[B-](F)(F)F.C[O+](C)C (trimethyloxonium tetrafluoroborate), C(CCC)N1C=NC=C1 (N-butylimidazole). Solvent: ClCCCl (1,2-dichloroethane), ClCCCl (1,2-dichloroethane). Reaction conditions: time 4 hour. Product: F[B-](F)(F)F.C[N+]1=CN(C=C1)CCCC (1-methyl-3-butylimidazolium Tetrafluoroborate). Reaction SMILES: [F:1][B-:2]([F:5])([F:4])[F:3].[CH3:6][O+](C)C.[CH2:10]([N:14]1[CH:18]=[CH:17][N:16]=[CH:15]1)[CH2:11][CH2:12][CH3:13]>ClCCCl>[F:1][B-:2]([F:5])([F:4])[F:3].[CH3:6][N+:16]1[CH:17]=[CH:18][N:14]([CH2:10][CH2:11][CH2:12][CH3:13])[CH:15]=1 |f:0.1,4.5|. Procedure details: The procedure of Example 2 was followed. 3 g of trimethyloxonium tetrafluoroborate in suspension in 10 ml of 1,2-dichloroethane was added to 2.7 ml of N-butylimidazole in 10 ml of 1,2-dichloroethane. The mixture was stirred for 4 hours at room temperature. The remaining solvent was evaporated off under vacuum using a vane pump. A colorless liquid was obtained. Starting materials: N#CC1CC(F)CN1C(=O)CNC12CCC(C(=O)O)(CC1)CC2, CCC(C)c1ccc(N)cc1. The product is CCC(C)c1ccc(NC(=O)C23CCC(NCC(=O)N4CC(F)CC4C#N)(CC2)CC3)cc1. As a reaction SMILES: [C:1](=[O:2])([OH:3])[C:4]12[CH2:5][CH2:6][C:7]([NH:12][CH2:13][C:14](=[O:15])[N:16]3[CH:17]([C:22]#[N:23])[CH2:18][CH:19]([F:21])[CH2:20]3)([CH2:8][CH2:9]1)[CH2:10][CH2:11]2.[CH:24]([CH3:25])([CH2:26][CH3:27])[c:28]1[cH:29][cH:30][c:31]([NH2:32])[cH:33][cH:34]1>>[C:1](=[O:3])([C:4]12[CH2:5][CH2:6][C:7]([NH:12][CH2:13][C:14](=[O:15])[N:16]3[CH:17]([C:22]#[N:23])[CH2:18][CH:19]([F:21])[CH2:20]3)([CH2:8][CH2:9]1)[CH2:10][CH2:11]2)[NH:32][c:31]1[cH:30][cH:29][c:28]([CH:24]([CH3:25])[CH2:26][CH3:27])[cH:34][cH:33]1.